Dataset: the Open Reaction Database (ORD), a public repository of structured organic reaction records. Task: describe an organic reaction: reactants, conditions, products, and yield The product is CN(c1cc(OCCO)cc2cc(C3=NCC(CN4CCSCC4)S3)[nH]c12)S(=O)(=O)c1ccccn1. Reaction SMILES: [BH4-:40].[CH3:1][N:2]([c:3]1[cH:4][c:5]([O:24][CH2:25][C:26](=[O:27])[O:28][CH2:29][CH3:30])[cH:6][c:7]2[cH:8][c:9]([C:12]3=[N:16][CH2:15][CH:14]([CH2:17][N:18]4[CH2:19][CH2:20][S:21][CH2:22][CH2:23]4)[S:13]3)[nH:10][c:11]12)[S:31](=[O:32])(=[O:33])[c:34]1[n:35][cH:36][cH:37][cH:38][cH:39]1.[ClH:42].[Li+:41].[Na+:43].[O:48]1[CH2:49][CH2:50][CH2:51][CH2:52]1.[OH:44][C:45](=[O:46])[O-:47]>>[CH3:1][N:2]([c:3]1[cH:4][c:5]([O:24][CH2:25][CH2:26][OH:27])[cH:6][c:7]2[cH:8][c:9]([C:12]3=[N:16][CH2:15][CH:14]([CH2:17][N:18]4[CH2:19][CH2:20][S:21][CH2:22][CH2:23]4)[S:13]3)[nH:10][c:11]12)[S:31](=[O:32])(=[O:33])[c:34]1[n:35][cH:36][cH:37][cH:38][cH:39]1. Starting materials: [BH4-], CCOC(=O)COc1cc(N(C)S(=O)(=O)c2ccccn2)c2[nH]c(C3=NCC(CN4CCSCC4)S3)cc2c1, Cl, [Li+], [Na+], C1CCOC1, O=C([O-])O. Product: COC(=O)c1c(CN(C(=O)OC(C)(C)C)C(=O)OC(C)(C)C)cccc1[N+](=O)[O-]. Starting materials: O=C([O-])[O-], COC(=O)c1c(CBr)cccc1[N+](=O)[O-], CCC(C)=O, CCOC(C)=O, [Cs+], [Cs+], [I-], [Li+], CC(C)(C)OC(=O)NC(=O)OC(C)(C)C, O. RXN SMILES: [C:31](=[O:32])([O-:33])[O-:34].[CH3:1][O:2][C:3]([c:4]1[c:5]([CH2:13][Br:14])[cH:6][cH:7][cH:8][c:9]1[N+:10](=[O:11])[O-:12])=[O:15].[CH3:39][C:40](=[O:41])[CH2:42][CH3:43].[CH3:44][CH2:45][O:46][C:47](=[O:48])[CH3:49].[Cs+:35].[Cs+:36].[I-:37].[Li+:38].[NH:16]([C:17](=[O:18])[O:19][C:20]([CH3:21])([CH3:22])[CH3:23])[C:24](=[O:25])[O:26][C:27]([CH3:28])([CH3:29])[CH3:30].[OH2:50]>>[CH3:1][O:2][C:3]([c:4]1[c:5]([CH2:13][N:16]([C:17](=[O:18])[O:19][C:20]([CH3:21])([CH3:22])[CH3:23])[C:24](=[O:25])[O:26][C:27]([CH3:28])([CH3:29])[CH3:30])[cH:6][cH:7][cH:8][c:9]1[N+:10](=[O:11])[O-:12])=[O:15]. Reactants: C(C)[C@H]1C(N(CC(N1)=O)CC1=CC=CC=C1)=O ((3S)-3-Ethyl-1-(phenylmethyl)-2,5-piperazinedione), [H-].[H-].[H-].[H-].[Li+].[Al+3] (LAH). Reported procedure: To a solution of the product of example 69 part a) (5.68 g) in THF (30 ml) at 0° C. was added LAH (100 ml, 1.0M in THF) dropwise. The resulting solution was heated at reflux overnight. The reaction mixture was cooled to RT and quenched by cautious sequential addition of water (3.8 ml), 15% aq NaOH (3.8 ml), and water (11.4 ml). The precipitous solution was diluted with EtOAc and filtered through Celite. The residue was washed with EtOAc (3×100 ml) and the combined organics concentrated in vacuo.... Product: C(C)[C@H]1CN(CCN1)CC1=CC=CC=C1 ((3S)-3-Ethyl-1-(phenylmethyl)-piperazine). As a reaction SMILES: [CH2:1]([C@@H:3]1[NH:8][C:7](=O)[CH2:6][N:5]([CH2:10][C:11]2[CH:16]=[CH:15][CH:14]=[CH:13][CH:12]=2)[C:4]1=O)[CH3:2].[H-].[H-].[H-].[H-].[Li+].[Al+3]>C1COCC1>[CH2:1]([C@@H:3]1[NH:8][CH2:7][CH2:6][N:5]([CH2:10][C:11]2[CH:16]=[CH:15][CH:14]=[CH:13][CH:12]=2)[CH2:4]1)[CH3:2] |f:1.2.3.4.5.6|. Solvent: C1CCOC1 (THF). Reactants: ClC=1C=C(C=CC1Cl)C1OC2=CC=CC=C2C(C1C(=O)OC)=O (racemic methyl 2-(3,4-dichlorophenyl)-4-oxochroman-3-carboxylate), [BH4-].[Na+] (Sodium borohydride). Run in O (water), C1CCOC1 (THF), CO (methanol). Product: ClC=1C=C(C=CC1Cl)C1OC2=CC=CC=C2C(C1C(=O)OC)O (methyl 2-(3,4-dichlorophenyl)-4-hydroxychroman-3-carboxylate). Yield: 89.4%. Reaction SMILES: [Cl:1][C:2]1[CH:3]=[C:4]([CH:9]2[CH:18]([C:19]([O:21][CH3:22])=[O:20])[C:17](=[O:23])[C:16]3[C:11](=[CH:12][CH:13]=[CH:14][CH:15]=3)[O:10]2)[CH:5]=[CH:6][C:7]=1[Cl:8].[BH4-].[Na+]>C1COCC1.CO.O>[Cl:1][C:2]1[CH:3]=[C:4]([CH:9]2[CH:18]([C:19]([O:21][CH3:22])=[O:20])[CH:17]([OH:23])[C:16]3[C:11](=[CH:12][CH:13]=[CH:14][CH:15]=3)[O:10]2)[CH:5]=[CH:6][C:7]=1[Cl:8] |f:1.2|. Reported procedure: A solution of racemic methyl 2-(3,4-dichlorophenyl)-4-oxochroman-3-carboxylate (100 mg, 285 μmol) in THF (2.0 mL) was diluted with methanol (4.0 mL) and stirred on an ice/acetone bath. Sodium borohydride (11 mg, 285 μmol) was added and the resulting mixture was stirred for 40 min. After this time, the mixture was diluted with water and stirred while warming to rt. The resulting white solid was collected by filtration, washed with water and dried under vacuum to provide methyl 2-(3,4-dichlorophen... Reactants: O=C([O-])[O-], CCO, Clc1ncccn1, [K+], [K+], CC1(N)CCNCC1, O. Yields the product CC1(N)CCN(c2ncccn2)CC1. Reaction SMILES: [C:19](=[O:20])([O-:21])[O-:22].[CH3:1][CH2:2][OH:3].[Cl:12][c:13]1[n:14][cH:15][cH:16][cH:17][n:18]1.[K+:23].[K+:24].[NH2:4][C:5]1([CH3:11])[CH2:6][CH2:7][NH:8][CH2:9][CH2:10]1.[OH2:25]>>[NH2:4][C:5]1([CH3:11])[CH2:6][CH2:7][N:8]([c:13]2[n:14][cH:15][cH:16][cH:17][n:18]2)[CH2:9][CH2:10]1.